From a dataset of the Open Reaction Database (ORD), a public repository of structured organic reaction records. describe an organic reaction: reactants, conditions, products, and yield Starting materials: CC1=C(CO)C(=CC=C1)C (2,6-Dimethylbenzyl alcohol), N(=NC(=O)OC(C)C)C(=O)OC(C)C (diisopropyl azodicarboxylate), OC=1C=C(C=CC1)C1(CC1)C#N (1-(3-hydroxyphenyl)cyclopropanecarbonitrile), C1(=CC=CC=C1)P(C1=CC=CC=C1)C1=CC=CC=C1 (triphenylphosphine). Run in C1CCOC1 (THF), C1CCOC1 (THF), CCOCC (ether). Run at time 16 hour. The product is CC1=C(COC=2C=C(C=CC2)C2(CC2)C#N)C(=CC=C1)C (1-(3-(2,6-Dimethylbenzyloxy)phenyl)cyclopropanecarbonitrile). As a reaction SMILES: [CH3:1][C:2]1[CH:9]=[CH:8][CH:7]=[C:6]([CH3:10])[C:3]=1[CH2:4][OH:5].N(C(OC(C)C)=O)=NC(OC(C)C)=O.O[C:26]1[CH:27]=[C:28]([C:32]2([C:35]#[N:36])[CH2:34][CH2:33]2)[CH:29]=[CH:30][CH:31]=1.C1(P(C2C=CC=CC=2)C2C=CC=CC=2)C=CC=CC=1>C1COCC1.CCOCC>[CH3:1][C:2]1[CH:9]=[CH:8][CH:7]=[C:6]([CH3:10])[C:3]=1[CH2:4][O:5][C:26]1[CH:27]=[C:28]([C:32]2([C:35]#[N:36])[CH2:33][CH2:34]2)[CH:29]=[CH:30][CH:31]=1. Procedure details: A solution of 2,6-Dimethylbenzyl alcohol (2.81 g, 20.6 mmol) and diisopropyl azodicarboxylate (DIAD, 4.69 g, 23.2 mmol) in THF (20 ml) was added drop wise to a solution of 1-(3-hydroxyphenyl)cyclopropanecarbonitrile (Step B, 3.2 g, 20.1 mmol) and triphenylphosphine (5.37 g, 20.5 mmol) in THF (50 ml) at 0° C. under argon. The reaction mixture was stirred at the same temperature for 16 hours, diluted with ether and washed with water. The organic layer was dried over Na2SO4, filtered, concentrated,... Yields the product O=C(O)C(Oc1ccc(F)cc1F)c1ccc(S(=O)(=O)C2CCOCC2)cc1. RXN SMILES: [CH2:33]1[O:34][CH2:35][CH2:36][CH2:37]1.[CH3:1][O:2][C:3]([CH:4]([c:5]1[cH:6][cH:7][c:8]([S:11](=[O:12])(=[O:13])[CH:14]2[CH2:15][CH2:16][O:17][CH2:18][CH2:19]2)[cH:9][cH:10]1)[O:20][c:21]1[c:22]([F:28])[cH:23][c:24]([F:27])[cH:25][cH:26]1)=[O:29].[Li+:32].[OH-:31].[OH2:30].[OH2:38]>>[O:2]=[C:3]([CH:4]([c:5]1[cH:6][cH:7][c:8]([S:11](=[O:12])(=[O:13])[CH:14]2[CH2:15][CH2:16][O:17][CH2:18][CH2:19]2)[cH:9][cH:10]1)[O:20][c:21]1[c:22]([F:28])[cH:23][c:24]([F:27])[cH:25][cH:26]1)[OH:29]. Reactants: C1CCOC1, COC(=O)C(Oc1ccc(F)cc1F)c1ccc(S(=O)(=O)C2CCOCC2)cc1, [Li+], [OH-], O, O. The reactants are CC(C)(C)c1cc(C=O)cc(C(C)(C)C)c1O, O=C(C=P(c1ccccc1)(c1ccccc1)c1ccccc1)COc1ccccc1, Cc1ccccc1C. The product is CC(C)(C)c1cc(C=CC(=O)COc2ccccc2)cc(C(C)(C)C)c1O. RXN SMILES: [C:1]([CH3:2])([CH3:3])([CH3:4])[c:5]1[cH:6][c:7]([CH:8]=[O:9])[cH:10][c:11]([C:14]([CH3:15])([CH3:16])[CH3:17])[c:12]1[OH:13].[O:18]([c:19]1[cH:20][cH:21][cH:22][cH:23][cH:24]1)[CH2:25][C:26]([CH:27]=[P:28]([c:29]1[cH:30][cH:31][cH:32][cH:33][cH:34]1)([c:35]1[cH:36][cH:37][cH:38][cH:39][cH:40]1)[c:41]1[cH:42][cH:43][cH:44][cH:45][cH:46]1)=[O:47].[c:48]1([CH3:49])[c:50]([CH3:51])[cH:52][cH:53][cH:54][cH:55]1>>[C:1]([CH3:2])([CH3:3])([CH3:4])[c:5]1[cH:6][c:7]([CH:8]=[CH:27][C:26]([CH2:25][O:18][c:19]2[cH:20][cH:21][cH:22][cH:23][cH:24]2)=[O:47])[cH:10][c:11]([C:14]([CH3:15])([CH3:16])[CH3:17])[c:12]1[OH:13]. Reaction conditions: temperature 22.5 celsius. Reaction SMILES: [CH:1]1([N:4]([CH2:20][CH3:21])[CH2:5][CH2:6][CH2:7][CH2:8][NH:9]C(=O)OCC2C=CC=CC=2)[CH2:3][CH2:2]1.[ClH:22]>>[ClH:22].[CH:1]1([N:4]([CH2:20][CH3:21])[CH2:5][CH2:6][CH2:7][CH2:8][NH2:9])[CH2:3][CH2:2]1 |f:2.3|. Product: Cl.C1(CC1)N(CCCCN)CC (N1-cyclopropyl-N1-ethylbutane-1,4-diamine HCl salt). The reactants are C1(CC1)N(CCCCNC(OCC1=CC=CC=C1)=O)CC (benzyl 4-(cyclopropyl(ethyl)amino)butylcarbamate), Cl (HCl). Procedure details: The mixture of benzyl 4-(cyclopropyl(ethyl)amino)butylcarbamate (Step 1) in HCl (6 N) was heated to reflux for 1 hour and cooled to 20-25° C. The reaction mixture was concentrated, and the residue was dried under reduced pressure to give N1-cyclopropyl-N1-ethylbutane-1,4-diamine HCl salt. Starting materials: CCOC(=O)N(c1ccccc1)C1(COC)CCN(C(=O)OCc2ccccc2)CC1, CO, [H][H], [NH4+], [OH-]. Product: CCOC(=O)N(c1ccccc1)C1(COC)CCNCC1. RXN SMILES: [CH2:1]([CH3:2])[O:3][C:4](=[O:5])[N:6]([C:7]1([CH2:23][O:24][CH3:25])[CH2:8][CH2:9][N:10]([C:13]([O:14][CH2:15][c:16]2[cH:17][cH:18][cH:19][cH:20][cH:21]2)=[O:22])[CH2:11][CH2:12]1)[c:26]1[cH:27][cH:28][cH:29][cH:30][cH:31]1.[CH3:36][OH:37].[H:34][H:35].[NH4+:32].[OH-:33]>>[CH2:1]([CH3:2])[O:3][C:4](=[O:5])[N:6]([C:7]1([CH2:23][O:24][CH3:25])[CH2:8][CH2:9][NH:10][CH2:11][CH2:12]1)[c:26]1[cH:27][cH:28][cH:29][cH:30][cH:31]1.